The task is: describe an organic reaction: reactants, conditions, products, and yield. This data is from the Open Reaction Database (ORD), a public repository of structured organic reaction records. Reactants: NC=1N=NC(=CC1)Cl (3-amino-6-chloropyridazine), BrC(C(C(=O)OC)=O)C (methyl 3-bromo-2-oxobutyrate), C(C)N(C(C)C)C(C)C (N-ethyldiisopropylamine). The solvent is C(C)O (ethanol). Product: ClC=1C=CC=2N(N1)C(=C(N2)C(=O)OCC)C (ethyl 6-chloro-3-methylimidazo[1,2-b]pyridazine-2-carboxylate). Reaction SMILES: [NH2:1][C:2]1[N:3]=[N:4][C:5]([Cl:8])=[CH:6][CH:7]=1.Br[CH:10]([CH3:17])[C:11](=O)[C:12]([O:14][CH3:15])=[O:13].[CH2:18](N(C(C)C)C(C)C)C>C(O)C>[Cl:8][C:5]1[CH:6]=[CH:7][C:2]2[N:3]([C:10]([CH3:17])=[C:11]([C:12]([O:14][CH2:15][CH3:18])=[O:13])[N:1]=2)[N:4]=1. Reported procedure: 5.83 g of 3-amino-6-chloropyridazine was suspended in 70 ml of ethanol; 9.75 g of methyl 3-bromo-2-oxobutyrate and 8.6 ml of N-ethyldiisopropylamine were added, followed by thermal refluxing for 5 hours. After cooling, the mixture was concentrated under reduced pressure; the residue was ajusted to pH 7 by the addition of an aqueous solution of sodium hydrogen carbonate and extracted with ethyl acetate-tetrahydrofuran (1:1); the extract was washed with saline and dried with magnesium sulfate. The...